From a dataset of the Open Reaction Database (ORD), a public repository of structured organic reaction records. describe an organic reaction: reactants, conditions, products, and yield Reactants: S(=O)(=O)(O)[O-].[Na+] (sodium hydrogen sulfate), [Mn](=O)(=O)(=O)[O-].[K+] (potassium permanganate), CC1=NC=C(N=C1)C1=NN=C(N1C)SC (2-methyl-5-[4-methyl-5-(methylthio)-4H-1,2,4-triazol-3-yl]pyrazine), O (water). The solvent is C(C)(=O)O (acetic acid). Run at time 8 hour. Product: CC1=NC=C(N=C1)C1=NN=C(N1C)S(=O)(=O)C (2-Methyl-5-[4-methyl-5-(methylsulfonyl)-4H-1,2,4-triazol-3-yl]pyrazine). Yield: 93.0%. RXN SMILES: [Mn]([O-])(=O)(=O)=O.[K+].[CH3:7][C:8]1[CH:13]=[N:12][C:11]([C:14]2[N:18]([CH3:19])[C:17]([S:20][CH3:21])=[N:16][N:15]=2)=[CH:10][N:9]=1.S([O-])(O)(=O)=[O:23].[Na+].[OH2:28]>C(O)(=O)C>[CH3:7][C:8]1[CH:13]=[N:12][C:11]([C:14]2[N:18]([CH3:19])[C:17]([S:20]([CH3:21])(=[O:23])=[O:28])=[N:16][N:15]=2)=[CH:10][N:9]=1 |f:0.1,3.4|. Reported procedure: A solution of potassium permanganate (3.38 g, 17.0 mmol) in water (95 mL) was added to a solution of 2-methyl-5-[4-methyl-5-(methylthio)-4H-1,2,4-triazol-3-yl]pyrazine (1.853 g, 11.52 mmol) in glacial acetic acid (45 mL). The resulting mixture was stirred at room temperature overnight. Solid sodium hydrogen sulfate was added in portions until the dark color disappeared giving a clear colorless solution. The product was partitioned between chloroform (350 mL) and water (50 mL), and the aqueous la... Starting materials: NC1=CC(CCC1)=O (1-amino- cyclohexen-3-one), C(C(=C)C)(=O)O (methacrylic acid). Product: CC1C(NC=2CCCC(C2C1)=O)=O (3-Methyl-3,4,7,8-tetrahydro-2,5(1H,6H)-quinolinedione). As a reaction SMILES: [NH2:1][C:2]1[CH2:7][CH2:6][CH2:5][C:4](=[O:8])[CH:3]=1.[C:9](O)(=[O:13])[C:10]([CH3:12])=[CH2:11]>>[CH3:11][CH:10]1[CH2:12][C:3]2[C:4](=[O:8])[CH2:5][CH2:6][CH2:7][C:2]=2[NH:1][C:9]1=[O:13]. Reported procedure: Prepared analogously to Example G from 1-amino- cyclohexen-3-one and methacrylic acid in an autoclave for a period of one hour at 180° C. Recrystallisation is from methanol and subsequently from a mixture of ethyl acetate/ethanol (3:1). Procedure: A solution of 0.416 g of (E)-2(R)-[1(S)-(tert-butoxycarbonyl)-4-phenyl-3-butenyl]-2′-isobutyl-4-methylvalerohydrazide and 0.282 g of 2-(1H-tetrazol-5-yl)acetic acid in 4 ml of dimethylformamide was treated at room temperature under nitrogen with 0.461 g of 1-ethyl-3-(3-dimethylaminopropyl)-carbodiimide hydrochloride. The mixture was stirred for 0.5 hours at room temperature and evaporated. The residue was dissolved in ethyl acetate and washed with 5% aqueous sodium hydrogen carbonate solution an... Run in CN(C=O)C (dimethylformamide). Yield: 119.8%. Starting materials: C(C)(C)(C)OC(=O)[C@@H](C\C=C\C1=CC=CC=C1)[C@H](C(=O)NNCC(C)C)CC(C)C ((E)-2(R)-[1(S)-(tert-butoxycarbonyl)-4-phenyl-3-butenyl]-2′-isobutyl-4-methylvalerohydrazide), N1N=NN=C1CC(=O)O (2-(1H-tetrazol-5-yl)acetic acid), Cl.C(C)N=C=NCCCN(C)C (1-ethyl-3-(3-dimethylaminopropyl)-carbodiimide hydrochloride). Conditions: time 0.5 hour. As a reaction SMILES: [C:1]([O:5][C:6]([C@H:8]([C@@H:18]([CH2:27][CH:28]([CH3:30])[CH3:29])[C:19]([NH:21][NH:22][CH2:23][CH:24]([CH3:26])[CH3:25])=[O:20])[CH2:9]/[CH:10]=[CH:11]/[C:12]1[CH:17]=[CH:16][CH:15]=[CH:14][CH:13]=1)=[O:7])([CH3:4])([CH3:3])[CH3:2].[NH:31]1[C:35]([CH2:36][C:37](O)=[O:38])=[N:34][N:33]=[N:32]1.Cl.C(N=C=NCCCN(C)C)C>CN(C)C=O>[C:1]([O:5][C:6]([C@H:8]([C@@H:18]([CH2:27][CH:28]([CH3:30])[CH3:29])[C:19]([NH:21][N:22]([CH2:23][CH:24]([CH3:25])[CH3:26])[C:37](=[O:38])[CH2:36][C:35]1[NH:34][N:33]=[N:32][N:31]=1)=[O:20])[CH2:9]/[CH:10]=[CH:11]/[C:12]1[CH:17]=[CH:16][CH:15]=[CH:14][CH:13]=1)=[O:7])([CH3:3])([CH3:4])[CH3:2] |f:2.3|. Yields the product C(C)(C)(C)OC(=O)[C@@H](C\C=C\C1=CC=CC=C1)[C@H](C(=O)NN(C(CC1=NN=NN1)=O)CC(C)C)CC(C)C ((E)-2(R)-[1(S)-(tert-butoxycarbonyl)-4-phenyl-3-butenyl]-2′-isobutyl-4-methyl-2′-[2-(1H-tetrazol-5-yl)acetyl]valerohydrazide). Reactants: C(C)C(O[C@@H](CN1C2=NC=NC(=C2N=C1)N)C)(P(=O)(O)O)CC ((R)-9-[2-(Diethyl phosphonomethoxy)propyl]adenine), C(C)C(O[C@@H](CN1C2=NC=NC(=C2N=C1)N)C)(P(=O)(O)O)CC ((R)-9-[2-(Diethyl phosphonomethoxy)propyl]adenine), Br (HBr), Br (HBr). Run in C(C)(=O)O (acetic acid), Cl (HCl), CC(C)O (IPA), Cl (HCl). Run at temperature 92.5 celsius. Yields the product P(=O)(O)(O)CO[C@@H](CN1C2=NC=NC(=C2N=C1)N)C ((R)-9-[2-(phosphonomethoxy)propyl]adenine). As a reaction SMILES: C([C:3](CC)([P:18]([OH:21])([OH:20])=[O:19])[O:4][C@H:5]([CH3:17])[CH2:6][N:7]1[CH:15]=[N:14][C:13]2[C:8]1=[N:9][CH:10]=[N:11][C:12]=2[NH2:16])C.Br>C(O)(=O)C.Cl.CC(O)C>[P:18]([CH2:3][O:4][C@H:5]([CH3:17])[CH2:6][N:7]1[CH:15]=[N:14][C:13]2[C:8]1=[N:9][CH:10]=[N:11][C:12]=2[NH2:16])([OH:20])([OH:21])=[O:19]. Procedure details: Dealkylation of (R)-9-[2-(Diethyl phosphonomethoxy)propyl]adenine is carried out in presence of a suitable dealkylating reagents selected from mineral acids like aq. HBr, aq. HCl, HBr in acetic acid or HCl gas in IPA with mole ratio ranging from 3 to 15 preferably 7.5 moles and typically at a temperature of about 25 to 110° C., usually at 90 to 95° C. (R)-9-[2-(Diethyl phosphonomethoxy)propyl]adenine and one of the acid described above are maintained at 90 to 95° C. for about 3 to 15 hrs, after ...